From a dataset of the Open Reaction Database (ORD), a public repository of structured organic reaction records. describe an organic reaction: reactants, conditions, products, and yield Starting materials: Cc1oc2cc(Oc3ccnc4ccsc34)ccc2c1C(=O)O, Nc1nnc(-c2ccccc2)s1. The product is Cc1oc2cc(Oc3ccnc4ccsc34)ccc2c1C(=O)Nc1nnc(-c2ccccc2)s1. As a reaction SMILES: [CH3:1][c:2]1[o:3][c:4]2[c:5]([c:6]1[C:7](=[O:8])[OH:9])[cH:10][cH:11][c:12]([O:14][c:15]1[c:16]3[c:17]([n:18][cH:19][cH:20]1)[cH:21][cH:22][s:23]3)[cH:13]2.[c:24]1(-[c:30]2[n:31][n:32][c:33]([NH2:35])[s:34]2)[cH:25][cH:26][cH:27][cH:28][cH:29]1>>[CH3:1][c:2]1[o:3][c:4]2[c:5]([c:6]1[C:7](=[O:9])[NH:35][c:33]1[n:32][n:31][c:30](-[c:24]3[cH:25][cH:26][cH:27][cH:28][cH:29]3)[s:34]1)[cH:10][cH:11][c:12]([O:14][c:15]1[c:16]3[c:17]([n:18][cH:19][cH:20]1)[cH:21][cH:22][s:23]3)[cH:13]2.